Task: describe an organic reaction: reactants, conditions, products, and yield. Dataset: the Open Reaction Database (ORD), a public repository of structured organic reaction records Reactants: [C@@H]1(C[C@H](O)[C@@H](CO)O1)N1C(=O)NC(=O)C(C)=C1 (thymidine), ClC1=NC(=C2N=CNC2=N1)NC (2-Chloro-6-methylamino-9H-purine), Purine nucleoside, F[C@H]1C[C@@H](O[C@@H]1CO)N1C(=O)NC(=O)C=C1 (2',3'-dideoxy-3'-fluorouridine), [N-]=[N+]=[N-].[K+] (potassium azide). Run in CO (MeOH), P(=O)([O-])([O-])[O-].[K+].[K+].[K+] (potassium phosphate). Conditions: temperature 45 celsius, time 9 day. Yields the product ClC1=NC(=C2N=CN(C2=N1)[C@H]1C[C@@H]([C@H](O1)CO)F)NC (2-chloro-9-(2,3-dideoxy-3-fluoro-β-D-erythro-pentofuranosyl)-6-(methylamino)-9H-purine). The yield is 17.6%. RXN SMILES: [Cl:1][C:2]1[N:10]=[C:9]2[C:5]([N:6]=[CH:7][NH:8]2)=[C:4]([NH:11][CH3:12])[N:3]=1.[F:13][C@@H:14]1[C@@H:18]([CH2:19][OH:20])[O:17][C@@H:16](N2C=CC(=O)NC2=O)[CH2:15]1.[N-]=[N+]=[N-].[K+].[C@@H]1(N2C=C(C)C(=O)NC2=O)O[C@H](CO)[C@@H](O)C1>P([O-])([O-])([O-])=O.[K+].[K+].[K+].CO>[Cl:1][C:2]1[N:10]=[C:9]2[C:5]([N:6]=[CH:7][N:8]2[C@@H:16]2[O:17][C@H:18]([CH2:19][OH:20])[C@@H:14]([F:13])[CH2:15]2)=[C:4]([NH:11][CH3:12])[N:3]=1 |f:2.3,5.6.7.8|. Reported procedure: 2-Chloro-6-methylamino-9H-purine (0.48 g 2.6 moles) and 2',3'-dideoxy-3'-fluorouridine (0.50 g, 2.2 mmoles) were suspended in 50 ml 10 mM potassium phosphate buffer, pH 7.0, containing 0.04% potassium azide. Purine nucleoside phosphorylase (1120 I.U.). and thymidine phosphorylase (10,000 I.U.) (Krenitsky, et al., Biochemistry, 20, 3615, 1981 and U.S. Pat. No. 4,381,344) immobilized on DEAE cellulose was added and the suspension was stirred at 45° C. After 9 days, 100 ml MeOH was added to the rea... Reactants: BrC=1C(=C(C=O)C(=CC1)Cl)F (3-bromo-6-chloro-2-fluorobenzaldehyde), NOS(=O)(=O)O (hydroxylamine-O-sulfonic acid). Solvent: O (water). Run at temperature 50 celsius. Product: BrC=1C(=C(C#N)C(=CC1)Cl)F (3-bromo-6-chloro-2-fluorobenzonitrile). The yield is 100.0%. Reaction SMILES: [Br:1][C:2]1[C:3]([F:11])=[C:4]([C:7]([Cl:10])=[CH:8][CH:9]=1)[CH:5]=O.[NH2:12]OS(O)(=O)=O>O>[Br:1][C:2]1[C:3]([F:11])=[C:4]([C:7]([Cl:10])=[CH:8][CH:9]=1)[C:5]#[N:12]. Procedure details: A suspension of 3-bromo-6-chloro-2-fluorobenzaldehyde (9.0 g, 0.04 mol) and hydroxylamine-O-sulfonic acid (7.50 g, 0.07 mole) in water (300 mL) was heated at 50° C. for eighteen hours. The suspension was cooled and the solid was collected to give 3-bromo-6-chloro-2-fluorobenzonitrile (8.8 g, 0.04 mol): 1H NMR (CDCl3): δ 7.75 (m, 1H), 7.25 (m, 1H). The solvent is C(Cl)(Cl)Cl (chloroform). Reactants: C(C)(C)(C)OC(=O)N(C1CCN(CC1)CCN1C(C(=CC2=CC=C(C=C12)OC)C(=O)OC)=O)CC1=CC2=C(OCCO2)C=C1 (methyl 1-(2-(4-((tert-butoxycarbonyl)(2,3-dihydro-1,4-benzodioxin-6-ylmethyl)amino)piperidin-1-yl)ethyl)-7-methoxy-2-oxo-1,2-dihydroquinoline-3-carboxylate), FC(C(=O)O)(F)F (trifluoroacetic acid). As a reaction SMILES: C(OC([N:8]([CH2:34][C:35]1[CH:44]=[CH:43][C:38]2[O:39][CH2:40][CH2:41][O:42][C:37]=2[CH:36]=1)[CH:9]1[CH2:14][CH2:13][N:12]([CH2:15][CH2:16][N:17]2[C:26]3[C:21](=[CH:22][CH:23]=[C:24]([O:27][CH3:28])[CH:25]=3)[CH:20]=[C:19]([C:29]([O:31][CH3:32])=[O:30])[C:18]2=[O:33])[CH2:11][CH2:10]1)=O)(C)(C)C.FC(F)(F)C(O)=O>C(Cl)(Cl)Cl>[O:39]1[C:38]2[CH:43]=[CH:44][C:35]([CH2:34][NH:8][CH:9]3[CH2:10][CH2:11][N:12]([CH2:15][CH2:16][N:17]4[C:26]5[C:21](=[CH:22][CH:23]=[C:24]([O:27][CH3:28])[CH:25]=5)[CH:20]=[C:19]([C:29]([O:31][CH3:32])=[O:30])[C:18]4=[O:33])[CH2:13][CH2:14]3)=[CH:36][C:37]=2[O:42][CH2:41][CH2:40]1. The yield is 85.0%. Procedure details: To 2 mL of a chloroform solution containing 0.31 g of methyl 1-(2-(4-((tert-butoxycarbonyl)(2,3-dihydro-1,4-benzodioxin-6-ylmethyl)amino)piperidin-1-yl)ethyl)-7-methoxy-2-oxo-1,2-dihydroquinoline-3-carboxylate, 1 mL of trifluoroacetic acid was added and stirred for 3 hours. The solvent was removed under reduced pressure, and aqueous saturated sodium hydrogen carbonate solution and ethyl acetate were added. The organic layer was separated, and the aqueous layer was extracted twice with ethyl acet... Yields the product O1CCOC2=C1C=CC(=C2)CNC2CCN(CC2)CCN2C(C(=CC1=CC=C(C=C21)OC)C(=O)OC)=O (methyl 1-(2-(4-((2,3-dihydro-1,4-benzodioxin-6-ylmethyl)amino)piperidin-1-yl)ethyl)-7-methoxy-2-oxo-1,2-dihydroquinoline-3-carboxylate). Run at time 3 hour. Reactants: CCO, O=C(O)c1ccc(C=CC(=O)c2ccccc2)cc1. The product is O=C(O)c1ccc(CCC(=O)c2ccccc2)cc1. Reaction SMILES: [CH3:20][CH2:21][OH:22].[O:1]=[C:2]([CH:3]=[CH:4][c:5]1[cH:6][cH:7][c:8]([C:9](=[O:10])[OH:11])[cH:12][cH:13]1)[c:14]1[cH:15][cH:16][cH:17][cH:18][cH:19]1>>[O:1]=[C:2]([CH2:3][CH2:4][c:5]1[cH:6][cH:7][c:8]([C:9](=[O:10])[OH:11])[cH:12][cH:13]1)[c:14]1[cH:15][cH:16][cH:17][cH:18][cH:19]1. The reactants are CN.C1CCOC1 (methyl amine THF), CN(CC(=O)N1CCC2=CC=C(C=C12)NC1=NC2=C(C3=NC4=CC=CC(=C4C(N31)=O)F)C=CN2S(=O)(=O)C2=CC=C(C=C2)C)C (5-{[1-(N,N-dimethylglycyl)-2,3-dihydro-1H-indol-6-yl]amino}-8-fluoro-3-[(4-methylphenyl)sulfonyl]pyrrolo[2′,3′:4,5]pyrimido[6,1-b]quinazolin-7(3H)-one), C([O-])(O)=O.[Na+].CCOC(=O)C (sodium bicarbonate EtOAc). Solvent: O1CCCC1 (tetrahydrofuran). Conditions: temperature 120 celsius. Yields the product CN(CC(=O)N1CCC2=CC=C(C=C12)NC1=NC(=C2C(N1)=NC=C2)NC2=C(C(=O)NC)C(=CC=C2)F)C (2-[(2-{[1-(N,N-dimethylglycyl)-2,3-dihydro-1H-indol-6-yl]amino}-1H-pyrrolo[2,3-d]pyrimidin-4-yl)amino]-6-fluoro-N-methylbenzamide). The yield is 41.2%. Reaction SMILES: [CH3:1][N:2]([CH3:45])[CH2:3][C:4]([N:6]1[C:14]2[C:9](=[CH:10][CH:11]=[C:12]([NH:15][C:16]3[N:29]4[C:20](=[N:21][C:22]5[C:27]([C:28]4=[O:30])=[C:26]([F:31])[CH:25]=[CH:24][CH:23]=5)[C:19]4[CH:32]=[CH:33][N:34](S(C5C=CC(C)=CC=5)(=O)=O)[C:18]=4[N:17]=3)[CH:13]=2)[CH2:8][CH2:7]1)=[O:5].[CH3:46][NH2:47].C1COCC1.C(=O)(O)[O-].[Na+].CCOC(C)=O>O1CCCC1>[CH3:1][N:2]([CH3:45])[CH2:3][C:4]([N:6]1[C:14]2[C:9](=[CH:10][CH:11]=[C:12]([NH:15][C:16]3[NH:17][C:18]4=[N:34][CH:33]=[CH:32][C:19]4=[C:20]([NH:21][C:22]4[CH:23]=[CH:24][CH:25]=[C:26]([F:31])[C:27]=4[C:28]([NH:47][CH3:46])=[O:30])[N:29]=3)[CH:13]=2)[CH2:8][CH2:7]1)=[O:5] |f:1.2,3.4.5|. Reported procedure: A suspension of 5-chloro-8-fluoro-3-[(4-methylphenyl)sulfonyl]pyrrolo[2′,3′:4,5]pyrimido[6,1-b]quinazolin-7(3H)-one hydrogen chloride (0.600 g, 1.252 mmol) and 1-[(dimethylamino)acetyl]-2,3-dihydro-1H-indol-6-amine (0.274 g, 1.252 mmol) was maintained at 70° C. in tetrahydrofuran (20 ml) in a pressure tube for 16 hours. The reaction was cooled, opened, concentrated under reduced pressure, and redissolved in methylene chloride/2,2,2-trifluoroethanol (ca 15 mL). Saturated sodium bicarbonate was ad... Reactants: O (Water), C1(CCO1)=O (Propiolactone), C(C)C=1C(=C2C=C(C=CN2C1CC1=C(C=CC=C1)C1=CC=CC=C1)O)C(C(=O)[NH-])=O (2-(2-Ethyl-7-hydroxy-3-(o-phenylbenzyl)indolizin-1-yl)glyoxylylamide), CC(C)([O-])C.[K+] (potassium t-butoxide). Procedure details: Propiolactone (25 mg, 0.336 m mol) was added dropwise to a solution of 65c (133.7 mg, 0.336 m mol) and potassium t-butoxide (37.6 mg, 0.336 m mol) in tetrahydrofuran (4 ml) under nitrogen. The mixture was stirred for 21 hr. Water was added. The mixture was washed with ethyl acetate. The aqueous phase was acidified with hydrochloric acid. The precipitate was collected with filtration to give 70b, 96.2 mg (60.9%). Mp, 99-108° C. (dec.). IR nmax (KBr) 3700-2400, 3182, 2968, 2931, 1719, 1677, 1644 c... Reaction SMILES: [C:1]1(=[O:5])[O:4][CH2:3][CH2:2]1.[CH2:6]([C:8]1[C:9]([C:31](=[O:35])[C:32]([NH-:34])=[O:33])=[C:10]2[N:15]([C:16]=1[CH2:17][C:18]1[CH:23]=[CH:22][CH:21]=[CH:20][C:19]=1[C:24]1[CH:29]=[CH:28][CH:27]=[CH:26][CH:25]=1)[CH:14]=[CH:13][C:12]([OH:30])=[CH:11]2)[CH3:7].[CH3:36][C:37](C)([O-])C.[K+].O>O1CCCC1>[C:1]([CH2:36][CH2:37][O:30][C:12]1[CH:13]=[CH:14][N:15]2[C:10]([CH:11]=1)=[C:9]([C:31](=[O:35])[C:32]([NH2:34])=[O:33])[C:8]([CH2:6][CH3:7])=[C:16]2[CH2:17][C:18]1[CH:23]=[CH:22][CH:21]=[CH:20][C:19]=1[C:24]1[CH:25]=[CH:26][CH:27]=[CH:28][CH:29]=1)([O:4][CH2:3][CH3:2])=[O:5] |f:2.3|. Product: C(=O)(OCC)CCOC=1C=CN2C(=C(C(=C2C1)C(C(=O)N)=O)CC)CC1=C(C=CC=C1)C1=CC=CC=C1 (2-(7-(2-Carboethoxyethyloxy)-2-ethyl-3-(o-phenylbenzyl)indolizin-1-yl)glyoxylamide). Solvent: O1CCCC1 (tetrahydrofuran). Run at time 21 hour.